Dataset: the Open Reaction Database (ORD), a public repository of structured organic reaction records. Task: describe an organic reaction: reactants, conditions, products, and yield Reactants: OC1=NC=C(C2=CC(=CC=C12)OC)N1CCN(CC1)C(=O)OC(C)(C)C (tert-butyl 4-(1-hydroxy-6-methoxyisoquinolin-4-yl)piperazine-1-carboxylate), O=P(Cl)(Cl)Cl (POCl3). The product is ClC1=NC=C(C2=CC(=CC=C12)OC)N1CCNCC1 (1-chloro-6-methoxy-4-(piperazin-1-yl)isoquinoline). Yield: 37.3%. Reaction SMILES: O[C:2]1[C:11]2[C:6](=[CH:7][C:8]([O:12][CH3:13])=[CH:9][CH:10]=2)[C:5]([N:14]2[CH2:19][CH2:18][N:17](C(OC(C)(C)C)=O)[CH2:16][CH2:15]2)=[CH:4][N:3]=1.O=P(Cl)(Cl)[Cl:29]>>[Cl:29][C:2]1[C:11]2[C:6](=[CH:7][C:8]([O:12][CH3:13])=[CH:9][CH:10]=2)[C:5]([N:14]2[CH2:19][CH2:18][NH:17][CH2:16][CH2:15]2)=[CH:4][N:3]=1. Procedure details: A solution of tert-butyl 4-(1-hydroxy-6-methoxyisoquinolin-4-yl)piperazine-1-carboxylate (0.3 g, 1.157 mmol) in POCl3 (5 ml) was refluxed for overnight. The solvent was evaporated under reduced pressure and the residue was diluted with cold water. The aqueous solution was basified by solid sodium carbonate and extracted with ethyl acetate. The organic layer was dried over anhydrous sodium sulfate, filtered and evaporated under reduced pressure to get crude compound. The crude compound was purifi... Reactants: CCOCC, COc1cc(CC(=O)Oc2c(F)c(F)c(F)c(F)c2F)ccc1NC(=O)Nc1ccccc1F, COC(=O)c1ccc(OCC2CCCN2)nc1, CN(C)C=O. The product is COC(=O)c1ccc(OCC2CCCN2C(=O)Cc2ccc(NC(=O)Nc3ccccc3F)c(OC)c2)nc1. RXN SMILES: [CH3:57][CH2:58][O:59][CH2:60][CH3:61].[F:1][c:2]1[c:3]([NH:8][C:9]([NH:10][c:11]2[c:12]([O:32][CH3:33])[cH:13][c:14]([CH2:17][C:18]([O:20][c:19]3[c:21]([F:22])[c:23]([F:24])[c:25]([F:26])[c:27]([F:28])[c:29]3[F:30])=[O:31])[cH:15][cH:16]2)=[O:34])[cH:4][cH:5][cH:6][cH:7]1.[NH:35]1[CH:36]([CH2:40][O:41][c:42]2[n:43][cH:44][c:45]([C:48](=[O:49])[O:50][CH3:51])[cH:46][cH:47]2)[CH2:37][CH2:38][CH2:39]1.[O:52]=[CH:53][N:54]([CH3:55])[CH3:56]>>[F:1][c:2]1[c:3]([NH:8][C:9]([NH:10][c:11]2[c:12]([O:32][CH3:33])[cH:13][c:14]([CH2:17][C:18](=[O:20])[N:35]3[CH:36]([CH2:40][O:41][c:42]4[n:43][cH:44][c:45]([C:48](=[O:49])[O:50][CH3:51])[cH:46][cH:47]4)[CH2:37][CH2:38][CH2:39]3)[cH:15][cH:16]2)=[O:34])[cH:4][cH:5][cH:6][cH:7]1. Starting materials: CCO, NNC(=O)c1cccc([N+](=O)[O-])c1, O=Cc1ccc2ccccc2n1. The product is O=C(NN=Cc1ccc2ccccc2n1)c1cccc([N+](=O)[O-])c1. RXN SMILES: [CH3:26][CH2:27][OH:28].[N+:13](=[O:14])([O-:15])[c:16]1[cH:17][c:18]([C:19](=[O:20])[NH:21][NH2:22])[cH:23][cH:24][cH:25]1.[n:1]1[c:2]([CH:11]=[O:12])[cH:3][cH:4][c:5]2[cH:6][cH:7][cH:8][cH:9][c:10]12>>[n:1]1[c:2]([CH:11]=[N:22][NH:21][C:19]([c:18]2[cH:17][c:16]([N+:13](=[O:14])[O-:15])[cH:25][cH:24][cH:23]2)=[O:20])[cH:3][cH:4][c:5]2[cH:6][cH:7][cH:8][cH:9][c:10]12. The reactants are [Si](C)(C)(C(C)(C)C)OC1=CC=C(N)C=C1 (4-[tert-Butyl(dimethyl)silyl]oxyaniline), BrC=1C=NC(=NC1)OCC (5-bromo-2-ethoxy-pyrimidine), sodium tert-butylate, chloro(2-di-tert-butylphosphino-2′,4′,6′-triisopropyl-1,1′-biphenyl)[2-(2-aminoethyl)-phenyl]palladium(II). The solvent is O1CCCC1 (tetrahydrofuran). Yields the product [Si](C)(C)(C(C)(C)C)OC1=CC=C(C=C1)NC=1C=NC(=NC1)OCC (N-[4-[tert-Butyl(dimethyl)silyl]oxyphenyl]-2-ethoxy-pyrimidin-5-amine). Reaction SMILES: [Si:1]([O:8][C:9]1[CH:15]=[CH:14][C:12]([NH2:13])=[CH:11][CH:10]=1)([C:4]([CH3:7])([CH3:6])[CH3:5])([CH3:3])[CH3:2].Br[C:17]1[CH:18]=[N:19][C:20]([O:23][CH2:24][CH3:25])=[N:21][CH:22]=1>O1CCCC1>[Si:1]([O:8][C:9]1[CH:15]=[CH:14][C:12]([NH:13][C:17]2[CH:18]=[N:19][C:20]([O:23][CH2:24][CH3:25])=[N:21][CH:22]=2)=[CH:11][CH:10]=1)([C:4]([CH3:7])([CH3:6])[CH3:5])([CH3:3])[CH3:2]. Procedure details: 4-[tert-Butyl(dimethyl)silyl]oxyaniline (1.8 g, 8 mmol) and 5-bromo-2-ethoxy-pyrimidine (1.6 g, 8 mmol) dissolved in anhydrous tetrahydrofuran (30 mL) are stirred for 1 hour at ambient temperature in the presence of sodium tert-butylate (4 mL, 2M solution in THF) and chloro(2-di-tert-butylphosphino-2′,4′,6′-triisopropyl-1,1′-biphenyl)[2-(2-aminoethyl)-phenyl]palladium(II) (111 mg, 0.16 mmol). The reaction mixture is filtered over Celite and then evaporated to dryness. The residue is triturated i... The reactants are O.NC1CCN(CC1)CCC1=CNC2=CC=CC=C12 (4-Amino-1-[2-(3-indolyl)ethyl]piperidine hydrate), ClC1=CC=C(C=C1)N=C=S (4-chlorophenyl isothiocyanate). Product: ClC1=CC=C(C=C1)NC(=S)NC1CCN(CC1)CCC1=CNC2=CC=CC=C12 (1-(4-Chlorophenyl)-3[1-(2-[3-indolyl]ethyl)piperid-4-yl]thiourea). Procedure: 4-Amino-1-[2-(3-indolyl)ethyl]piperidine hydrate is treated with 4-chlorophenyl isothiocyanate in the manner described in Example 10 to obtain the title compound as the hydrochloride. Reaction SMILES: O.[NH2:2][CH:3]1[CH2:8][CH2:7][N:6]([CH2:9][CH2:10][C:11]2[C:19]3[C:14](=[CH:15][CH:16]=[CH:17][CH:18]=3)[NH:13][CH:12]=2)[CH2:5][CH2:4]1.[Cl:20][C:21]1[CH:26]=[CH:25][C:24]([N:27]=[C:28]=[S:29])=[CH:23][CH:22]=1>>[Cl:20][C:21]1[CH:26]=[CH:25][C:24]([NH:27][C:28]([NH:2][CH:3]2[CH2:8][CH2:7][N:6]([CH2:9][CH2:10][C:11]3[C:19]4[C:14](=[CH:15][CH:16]=[CH:17][CH:18]=4)[NH:13][CH:12]=3)[CH2:5][CH2:4]2)=[S:29])=[CH:23][CH:22]=1 |f:0.1|. Reaction SMILES: Cl[C:2]1[C:7]([C:8]([O:10][CH3:11])=[O:9])=[CH:6][N:5]=[C:4]2[N:12]([S:15]([C:18]3[CH:24]=[CH:23][C:21]([CH3:22])=[CH:20][CH:19]=3)(=[O:17])=[O:16])[CH:13]=[CH:14][C:3]=12.[NH2:25][C@@H:26]1[CH2:31][CH2:30][CH2:29][N:28]([C:32](=[O:43])[CH2:33][NH:34][C:35]2[CH:40]=[C:39]([Cl:41])[CH:38]=[C:37]([Cl:42])[CH:36]=2)[CH2:27]1.CC1(C)C2C(=C(P(C3C=CC=CC=3)C3C=CC=CC=3)C=CC=2)OC2C(P(C3C=CC=CC=3)C3C=CC=CC=3)=CC=CC1=2.C([O-])([O-])=O.[Cs+].[Cs+]>C1(C)C=CC=CC=1.CC([O-])=O.CC([O-])=O.[Pd+2]>[Cl:42][C:37]1[CH:36]=[C:35]([NH:34][CH2:33][C:32]([N:28]2[CH2:29][CH2:30][CH2:31][C@@H:26]([NH:25][C:2]3[C:7]([C:8]([O:10][CH3:11])=[O:9])=[CH:6][N:5]=[C:4]4[N:12]([S:15]([C:18]5[CH:24]=[CH:23][C:21]([CH3:22])=[CH:20][CH:19]=5)(=[O:16])=[O:17])[CH:13]=[CH:14][C:3]=34)[CH2:27]2)=[O:43])[CH:40]=[C:39]([Cl:41])[CH:38]=1 |f:3.4.5,7.8.9|. Product: ClC=1C=C(C=C(C1)Cl)NCC(=O)N1C[C@@H](CCC1)NC1=C2C(=NC=C1C(=O)OC)N(C=C2)S(=O)(=O)C2=CC=C(C)C=C2 ((R)-methyl 4-((1-(2-((3,5-dichlorophenyl)amino)acetyl)piperidin-3-yl)amino)-1-tosyl-1H-pyrrolo[2,3-b]pyridine-5-carboxylate). The solvent is C1(=CC=CC=C1)C (PhCH3). The reactants are ClC1=C2C(=NC=C1C(=O)OC)N(C=C2)S(=O)(=O)C2=CC=C(C)C=C2 (methyl 4-chloro-1-tosyl-1H-pyrrolo[2,3-b]pyridine-5-carboxylate), N[C@H]1CN(CCC1)C(CNC1=CC(=CC(=C1)Cl)Cl)=O ((R)-1-(3-aminopiperidin-1-yl)-2-((3,5-dichlorophenyl)amino)ethanone), CC1(C2=C(C(=CC=C2)P(C3=CC=CC=C3)C4=CC=CC=C4)OC5=C(C=CC=C51)P(C6=CC=CC=C6)C7=CC=CC=C7)C (xantphos), C(=O)([O-])[O-].[Cs+].[Cs+] (Cs2CO3). Conditions: temperature 100 celsius. Yield: 19.3%. Reported procedure: To a solution of methyl 4-chloro-1-tosyl-1H-pyrrolo[2,3-b]pyridine-5-carboxylate (1.35 g, 3.70 mmol, 1.0 eq), (R)-1-(3-aminopiperidin-1-yl)-2-((3,5-dichlorophenyl)amino)ethanone (1.34 g, 4.44 mmol, 1.2 eq) in PhCH3 (10 mL) was added Pd(OAc)2 (83 mg, 0.370 mmol, 0.1 eq), xantphos (250 mg, 0.43 mmol, 0.15 eq) and Cs2CO3 (2.82 g, 8.64 mmol, 3.0 eq) and the mixture was heated at 100° C. for 16 h. The reaction was cooled to rt, filtered through Celite, and concentrated in vacuo to afford a residue wh... Reagents/catalysts: CC(=O)[O-].CC(=O)[O-].[Pd+2] (Pd(OAc)2). Reactants: NC1(CCN(CC1)C(=O)OC(C)(C)C)C (tert-butyl 4-amino-4-methylpiperidine-1-carboxylate), O1CCOC2=C1C=CC(=C2)C=O (2,3-dihydro-1,4-benzodioxin-6-carbaldehyde), C(C)(=O)O[BH-](OC(C)=O)OC(C)=O.[Na+] (sodium triacetoxyborohydride), C(O)([O-])=O.[Na+] (sodium hydrogen carbonate), C(C)(=O)O[BH-](OC(C)=O)OC(C)=O.[Na+] (sodium triacetoxyborohydride). Solvent: C(C)(=O)O (acetic acid), ClCCl (dichloromethane), C(Cl)(Cl)Cl (chloroform). Run at time 3 hour. Product: O1CCOC2=C1C=CC(=C2)CNC2(CCN(CC2)C(=O)OC(C)(C)C)C (tert-butyl 4-((2,3-dihydro-1,4-benzodioxin-6-ylmethyl)amino)-4-methylpiperidine-1-carboxylate). Reaction SMILES: [NH2:1][C:2]1([CH3:15])[CH2:7][CH2:6][N:5]([C:8]([O:10][C:11]([CH3:14])([CH3:13])[CH3:12])=[O:9])[CH2:4][CH2:3]1.[O:16]1[C:21]2[CH:22]=[CH:23][C:24]([CH:26]=O)=[CH:25][C:20]=2[O:19][CH2:18][CH2:17]1.C(O[BH-](OC(=O)C)OC(=O)C)(=O)C.[Na+].C(=O)([O-])O.[Na+]>C(Cl)(Cl)Cl.C(O)(=O)C.ClCCl>[O:16]1[C:21]2[CH:22]=[CH:23][C:24]([CH2:26][NH:1][C:2]3([CH3:15])[CH2:3][CH2:4][N:5]([C:8]([O:10][C:11]([CH3:14])([CH3:13])[CH3:12])=[O:9])[CH2:6][CH2:7]3)=[CH:25][C:20]=2[O:19][CH2:18][CH2:17]1 |f:2.3,4.5|. Reported procedure: To 5 mL of a dichloromethane solution containing 0.50 g of tert-butyl 4-amino-4-methylpiperidine-1-carboxylate, 0.38 g of 2,3-dihydro-1,4-benzodioxin-6-carbaldehyde and 0.13 mL of acetic acid were added, and the mixture was stirred at room temperature for 3 hours. The reaction mixture was added with 0.74 g of sodium triacetoxyborohydride and stirred at the same temperature for 30 minutes. The reaction mixture was added with 0.74 g of sodium triacetoxyborohydride and stirred at the same temperatu... RXN SMILES: [BH4-:1].[C:3](=[O:4])([O:5][CH3:6])[CH2:7][CH2:8][CH2:9][CH2:10][CH2:11][CH2:12][c:13]1[n:14][cH:15][s:16][c:17]1[CH:18]=[CH:19][C:20]([CH2:21][CH2:22][CH2:23][CH2:24][CH3:25])=[O:26].[CH3:27][CH2:28][CH2:29][CH2:30][CH2:31][CH2:32][CH3:33].[CH3:34][CH2:35][O:36][C:37](=[O:38])[CH3:39].[CH:41]([OH:42])([CH3:43])[CH3:44].[Na+:2].[OH2:40]>>[C:3](=[O:4])([O:5][CH3:6])[CH2:7][CH2:8][CH2:9][CH2:10][CH2:11][CH2:12][c:13]1[n:14][cH:15][s:16][c:17]1[CH:18]=[CH:19][CH:20]([CH2:21][CH2:22][CH2:23][CH2:24][CH3:25])[OH:26]. The product is CCCCCC(O)C=Cc1scnc1CCCCCCC(=O)OC. The reactants are [BH4-], CCCCCC(=O)C=Cc1scnc1CCCCCCC(=O)OC, CCCCCCC, CCOC(C)=O, CC(C)O, [Na+], O. Reactants: C1N2CN3CN1CN(C2)C3, CC(=O)O, COc1ccc(CBr)cc1OC, O. Yields the product COc1ccc(C=O)cc1OC. RXN SMILES: [CH2:17]1[N:18]2[CH2:19][N:20]3[CH2:21][N:22]([CH2:23]2)[CH2:24][N:25]1[CH2:26]3.[CH3:13][C:14]([OH:15])=[O:16].[CH3:1][O:2][c:3]1[cH:4][c:5]([CH2:6][Br:7])[cH:8][cH:9][c:10]1[O:11][CH3:12].[OH2:27]>>[CH3:1][O:2][c:3]1[cH:4][c:5]([CH:6]=[O:15])[cH:8][cH:9][c:10]1[O:11][CH3:12].